Dataset: the Open Reaction Database (ORD), a public repository of structured organic reaction records. Task: describe an organic reaction: reactants, conditions, products, and yield The reactants are FC(C)(F)C1=CC(=CC=C1)[N+](=O)[O-] (1-(1,1-difluoroethyl)-3-nitrobenzene), C(CN)N (ethylene diamine). Reagents/catalysts: [Pd] (Pd/C). The solvent is CO (methanol). Conditions: time 5.5 hour. The product is FC(C)(F)C=1C=C(N)C=CC1 (3-(1,1-Difluoroethyl)aniline). Yield: 95.3%. RXN SMILES: [F:1][C:2]([C:5]1[CH:10]=[CH:9][CH:8]=[C:7]([N+:11]([O-])=O)[CH:6]=1)([F:4])[CH3:3].C(N)CN>CO.[Pd]>[F:1][C:2]([C:5]1[CH:6]=[C:7]([CH:8]=[CH:9][CH:10]=1)[NH2:11])([F:4])[CH3:3]. Procedure: To a solution of 1-(1,1-difluoroethyl)-3-nitrobenzene (1.00 g, 5.34 mmol) in methanol (5.0 mL) was added Pd/C (catalytic amount) and ethylene diamine (catalytic amount). The reaction mixture was subjected for hydrogenation in Parr apparatus under 30 psi for 5-6 h. The excess of solvent was removed under vacuum to afford 0.800 g of the desired product. 1HNMR (DMSO-d6): δ 1.88 (d, J=18.0 Hz, 3H), 3.74 (s, 1H), 7.72 (t, J=8.4 Hz, 1H), 6.81 (s, 1H), 6.87 (d, J=7.8 Hz, 1H), 7.19 (t, J=7.8 Hz, 1H). Procedure: To a solution of spiro[5.5]undec-1-ene-2-carboxylic acid methyl ester (2.07 g) obtained in Step 4 in tetrahydrofuran (30 mL) was added dropwise a 1M toluene solution of diisobutylaluminum hydride (30 mL) at −70° C. under argon atmosphere over 15 minutes, followed by stirring the reaction mixture at −70° C. for 1 hour. Then after careful addition of methanol (2 mL) and 6N aqueous hydrochloric acid solution (5 mL) to the reaction mixture, the temperature was raised to room temperature. The reactio... Solvent: CO (methanol), O1CCCC1 (tetrahydrofuran), [Cl-].[Na+].O (brine). Conditions: temperature -70 celsius, time 1 hour. Reaction SMILES: C[O:2][C:3]([C:5]1[CH2:10][CH2:9][CH2:8][C:7]2([CH2:15][CH2:14][CH2:13][CH2:12][CH2:11]2)[CH:6]=1)=O.C1(C)C=CC=CC=1.[H-].C([Al+]CC(C)C)C(C)C.Cl>O1CCCC1.[Cl-].[Na+].O.CO>[CH:6]1[C:7]2([CH2:15][CH2:14][CH2:13][CH2:12][CH2:11]2)[CH2:8][CH2:9][CH2:10][C:5]=1[CH2:3][OH:2] |f:2.3,6.7.8|. Yields the product C1=C(CCCC12CCCCC2)CO (spiro[5.5]undec-1-ene-2-methanol). Yield: 94.0%. Starting materials: Cl (hydrochloric acid), COC(=O)C1=CC2(CCC1)CCCCC2 (spiro[5.5]undec-1-ene-2-carboxylic acid methyl ester), C1(=CC=CC=C1)C (toluene), [H-].C(C(C)C)[Al+]CC(C)C (diisobutylaluminum hydride). The reactants are COc1cc(N2CC(C)NCC2C)cc(F)c1C#N, CC#N, N#Cc1ccc(N=C=O)cc1. Product: COc1cc(N2CC(C)N(C(=O)Nc3ccc(C#N)cc3)CC2C)cc(F)c1C#N. As a reaction SMILES: [CH3:1][CH:2]1[N:3]([c:9]2[cH:10][c:11]([F:19])[c:12]([C:13]#[N:14])[c:15]([O:17][CH3:18])[cH:16]2)[CH2:4][CH:5]([CH3:8])[NH:6][CH2:7]1.[CH3:31][C:32]#[N:33].[N:20](=[C:21]=[O:22])[c:23]1[cH:24][cH:25][c:26]([C:27]#[N:28])[cH:29][cH:30]1>>[CH3:1][CH:2]1[N:3]([c:9]2[cH:10][c:11]([F:19])[c:12]([C:13]#[N:14])[c:15]([O:17][CH3:18])[cH:16]2)[CH2:4][CH:5]([CH3:8])[N:6]([C:21]([NH:20][c:23]2[cH:24][cH:25][c:26]([C:27]#[N:28])[cH:29][cH:30]2)=[O:22])[CH2:7]1. Starting materials: BrB(Br)Br, ClCCl, COC(=O)CCCCCCCCC(=O)c1cc(C)ccc1OC, O. Product: COC(=O)CCCCCCCCC(=O)c1cc(C)ccc1O. As a reaction SMILES: [B:24]([Br:25])([Br:26])[Br:27].[CH2:29]([Cl:30])[Cl:31].[CH3:1][O:2][c:3]1[c:4]([C:10]([CH2:11][CH2:12][CH2:13][CH2:14][CH2:15][CH2:16][CH2:17][CH2:18][C:19](=[O:20])[O:21][CH3:22])=[O:23])[cH:5][c:6]([CH3:9])[cH:7][cH:8]1.[OH2:28]>>[OH:2][c:3]1[c:4]([C:10]([CH2:11][CH2:12][CH2:13][CH2:14][CH2:15][CH2:16][CH2:17][CH2:18][C:19](=[O:20])[O:21][CH3:22])=[O:23])[cH:5][c:6]([CH3:9])[cH:7][cH:8]1. Reactants: CCc1cnccc1C, CC(=O)CCc1ccccc1. The product is CCc1cnccc1C=C(C)CCc1ccccc1. RXN SMILES: [CH2:12]([CH3:13])[c:14]1[cH:15][n:16][cH:17][cH:18][c:19]1[CH3:20].[CH2:1]([c:2]1[cH:3][cH:4][cH:5][cH:6][cH:7]1)[CH2:8][C:9]([CH3:10])=[O:11]>>[CH2:1]([c:2]1[cH:3][cH:4][cH:5][cH:6][cH:7]1)[CH2:8][C:9]([CH3:10])=[CH:20][c:19]1[c:14]([CH2:12][CH3:13])[cH:15][n:16][cH:17][cH:18]1. Reactants: ClC1=NC=C(C(=O)O)C=C1 (6-chloronicotinic acid), CN(C=O)C (N,N-dimethylformamide), C(C(=O)Cl)(=O)Cl (oxalyl chloride). The solvent is ClCCl (dichloromethane). Reaction conditions: time 23 hour. The product is ClC1=NC=C(C(=O)N(C)OC)C=C1 (6-Chloro-N-methoxy-N-methylnicotinamide). As a reaction SMILES: [Cl:1][C:2]1[CH:10]=[CH:9][C:5]([C:6](O)=[O:7])=[CH:4][N:3]=1.C[N:12]([CH3:15])C=O.C(Cl)(=O)[C:17](Cl)=[O:18]>ClCCl>[Cl:1][C:2]1[CH:10]=[CH:9][C:5]([C:6]([N:12]([O:18][CH3:17])[CH3:15])=[O:7])=[CH:4][N:3]=1. Procedure: Under ice cooling, 6-chloronicotinic acid (5.00 g) was suspended in dichloromethane (150 ml), followed by the addition of a catalytic amount of N,N-dimethylformamide and oxalyl chloride (5.30 ml). The resulting mixture was stirred at room temperature for 23 hours. The residue obtained by concentrating the reaction mixture was dissolved in dichloromethane (100 ml), followed by the addition of N,O-dimethylhydroxylamine hydrochloride (6.18 g) and triethylamine (13.3 ml) under ice cooling. After sti... The reactants are FC1=CC=C(C=C1)N1C=C(C(C2=CC(=C(C(=C12)F)F)F)=O)C(=O)O (1-(4-fluorophenyl]-6,7,8-trifluoro-1,4- dihydro-4-oxoquinoline-3-carboxylic acid), FC=1C=C2CNCC2=CC1 (5-fluoroisoindoline). Solvent: CN(C)C=O (DMF). Yields the product FC=1C=C2CN(CC2=CC1)C1=C(C=C2C(C(=CN(C2=C1F)C1=CC=C(C=C1)F)C(=O)O)=O)F (7-(5-fluoro-2-isoindolinyl)-1-(4-fluorophenyl)-6,8-difluoro- 1,4-dihydro-4-oxoquinoline-3-carboxylic acid). The yield is 77.3%. Reaction SMILES: [F:1][C:2]1[CH:7]=[CH:6][C:5]([N:8]2[C:17]3[C:12](=[CH:13][C:14]([F:20])=[C:15](F)[C:16]=3[F:18])[C:11](=[O:21])[C:10]([C:22]([OH:24])=[O:23])=[CH:9]2)=[CH:4][CH:3]=1.[F:25][C:26]1[CH:27]=[C:28]2[C:32](=[CH:33][CH:34]=1)[CH2:31][NH:30][CH2:29]2>CN(C=O)C>[F:25][C:26]1[CH:27]=[C:28]2[C:32](=[CH:33][CH:34]=1)[CH2:31][N:30]([C:15]1[C:16]([F:18])=[C:17]3[C:12]([C:11](=[O:21])[C:10]([C:22]([OH:24])=[O:23])=[CH:9][N:8]3[C:5]3[CH:6]=[CH:7][C:2]([F:1])=[CH:3][CH:4]=3)=[CH:13][C:14]=1[F:20])[CH2:29]2. Reported procedure: 170 mg of 1-(4-fluorophenyl]-6,7,8-trifluoro-1,4- dihydro-4-oxoquinoline-3-carboxylic acid, 210 mg of 5-fluoroisoindoline, and 1.5 ml of anhydrous DMF were processed in the same manner as in Example 20 to produce 177 mg of the target compound. Starting materials: CCOC(C)=O, NC(=O)c1cc(Cl)ccn1, [K+], [K+], Nc1ccc(O)c(Cl)c1, O=C([O-])[O-], CN(C)C=O, O. Product: NC(=O)c1cc(Oc2ccc(N)cc2Cl)ccn1. As a reaction SMILES: [CH3:31][CH2:32][O:33][C:34]([CH3:35])=[O:36].[Cl:10][c:11]1[cH:12][c:13]([C:17](=[O:18])[NH2:19])[n:14][cH:15][cH:16]1.[K+:20].[K+:21].[NH2:1][c:2]1[cH:3][c:4]([Cl:9])[c:5]([OH:8])[cH:6][cH:7]1.[O-:22][C:23]([O-:24])=[O:25].[O:26]=[CH:27][N:28]([CH3:29])[CH3:30].[OH2:37]>>[NH2:1][c:2]1[cH:3][c:4]([Cl:9])[c:5]([O:8][c:11]2[cH:12][c:13]([C:17](=[O:18])[NH2:19])[n:14][cH:15][cH:16]2)[cH:6][cH:7]1. Reactants: C(C1=CC=CC=C1)N1CCC(CC1)N(C)C1=NC=NC(=C1)N1CCC2=CC(=CC=C12)S(=O)(=O)C ((1-Benzyl-piperidin-4-yl)-[6-(5-methanesulfonyl-2,3-dihydro-indol-1-yl) -pyrimidin-4-yl]-methyl-amine), C(C)(C)N(CC)C(C)C (Diisopropylethylamine), ClC(=O)OC(C)Cl (1-chloroethyl chloroformate). Solvent: C(Cl)Cl (DCM). Reaction conditions: time 22 hour. Yields the product CS(=O)(=O)C=1C=C2CCN(C2=CC1)C1=CC(=NC=N1)N(C)C1CCNCC1 ([6-(5-Methanesulfonyl-2,3-dihydro-indol-1-yl)-pyrimidin-4-yl]-piperidin-4-yl -methyl-amine). Yield: 15.0%. Reaction SMILES: C([N:8]1[CH2:13][CH2:12][CH:11]([N:14]([C:16]2[CH:21]=[C:20]([N:22]3[C:30]4[C:25](=[CH:26][C:27]([S:31]([CH3:34])(=[O:33])=[O:32])=[CH:28][CH:29]=4)[CH2:24][CH2:23]3)[N:19]=[CH:18][N:17]=2)[CH3:15])[CH2:10][CH2:9]1)C1C=CC=CC=1.C(N(C(C)C)CC)(C)C.ClC(OC(Cl)C)=O>C(Cl)Cl>[CH3:34][S:31]([C:27]1[CH:26]=[C:25]2[C:30](=[CH:29][CH:28]=1)[N:22]([C:20]1[N:19]=[CH:18][N:17]=[C:16]([N:14]([CH:11]3[CH2:12][CH2:13][NH:8][CH2:9][CH2:10]3)[CH3:15])[CH:21]=1)[CH2:23][CH2:24]2)(=[O:33])=[O:32]. Procedure details: 7c was taken up in DCM (2 mL). Diisopropylethylamine (0.6 mL, 11 eq) and 1-chloroethyl chloroformate (0.2 mL, 5.7 eq) were added. The reaction mixture was stirred at room temperature for 22 h. The solvent was then evaporated under a stream of nitrogen and the residue was dissolved in methanol and heated at 50° C. for 3 h. The solvent was removed under a stream of nitrogen and the residue was purified by preparative HPLC to give 25 mg (15%) of 7d.